Dataset: the Open Reaction Database (ORD), a public repository of structured organic reaction records. Task: describe an organic reaction: reactants, conditions, products, and yield Reactants: CN1C=CC2=CC=CC(=C12)CC(=O)N (2-(1-methyl-1H-indol-7-yl)acetamide), C(C)C1=CC=C2C(=CNC2=C1)C(C(=O)OC)=O (methyl 2-(6-ethyl-1H-indol-3-yl)oxoacetate), solution, CC(C)([O-])C.[K+] (potassium tert-butoxide), C1CCOC1 (THF). Run in CN(C)C=O (DMF). Reaction conditions: temperature 50 celsius, time 7 hour. The product is EtOAc hexanes, C(C)C1=CC=C2C(=CNC2=C1)C=1C(NC(C1C=1C=CC=C2C=CN(C12)C)=O)=O (3-(6-Ethyl-1H-indol-3-yl)-4-(1-methyl-1H-indol-7-yl)pyrrole-2,5-dione). Yield: 30.0%. As a reaction SMILES: [CH3:1][N:2]1[C:10]2[C:5](=[CH:6][CH:7]=[CH:8][C:9]=2[CH2:11][C:12]([NH2:14])=[O:13])[CH:4]=[CH:3]1.[CH2:15]([C:17]1[CH:25]=[C:24]2[C:20]([C:21]([C:26](=O)[C:27](OC)=[O:28])=[CH:22][NH:23]2)=[CH:19][CH:18]=1)[CH3:16].CC(C)([O-])C.[K+].C1COCC1>CN(C=O)C>[CH2:15]([C:17]1[CH:25]=[C:24]2[C:20]([C:21]([C:26]3[C:27](=[O:28])[NH:14][C:12](=[O:13])[C:11]=3[C:9]3[CH:8]=[CH:7][CH:6]=[C:5]4[C:10]=3[N:2]([CH3:1])[CH:3]=[CH:4]4)=[CH:22][NH:23]2)=[CH:19][CH:18]=1)[CH3:16] |f:2.3|. Procedure details: To a solution of 2-(1-methyl-1H-indol-7-yl)acetamide (370 mg, 1.97 mmol) and methyl 2-(6-ethyl-1H-indol-3-yl)oxoacetate (446 mg, 1.93 mmol) in DMF (8.0 mL) at 4° C. under N2, was added a 1.0 M solution of potassium tert-butoxide in THF (6.0 mL, 6.0 mmol) dropwise over 20 min. The reaction was heated to 50° C. and stirred for 7 h at this temperature. The reaction mixture was then cooled to room temp and quenched with 1.0 N hydrochloric acid (5.0 mL), extracted with EtOAc (2×15 mL), washed with sa... The reactants are CS(=O)(=O)OC[C@H]1N(C[C@H](C1)SC(C1=CC=CC=C1)(C1=CC=CC=C1)C1=CC=CC=C1)C(=O)OCC1=CC=C(C=C1)[N+](=O)[O-] ((2S,4S)-1-p-nitrobenzyloxycarbonyl-4-tritylthiopyrrolidine-2-methanol methanesulfonate), C1(C=2C(C(N1)=O)=CC=CC2)=O.[K] (potassium phthalimide), ice water. Solvent: CN(C=O)C (dimethylformamide). Yields the product [N+](=O)([O-])C1=CC=C(COC(=O)N2[C@@H](C[C@@H](C2)SC(C2=CC=CC=C2)(C2=CC=CC=C2)C2=CC=CC=C2)CN2C(C=3C(C2=O)=CC=CC3)=O)C=C1 ((2S,4S)-1-p-nitrobenzyloxycarbonyl-2-phthalimidomethyl-4-tritylthiopyrrolidine). Yield: 65.8%. As a reaction SMILES: CS(O[CH2:6][C@@H:7]1[CH2:11][C@H:10]([S:12][C:13]([C:26]2[CH:31]=[CH:30][CH:29]=[CH:28][CH:27]=2)([C:20]2[CH:25]=[CH:24][CH:23]=[CH:22][CH:21]=2)[C:14]2[CH:19]=[CH:18][CH:17]=[CH:16][CH:15]=2)[CH2:9][N:8]1[C:32]([O:34][CH2:35][C:36]1[CH:41]=[CH:40][C:39]([N+:42]([O-:44])=[O:43])=[CH:38][CH:37]=1)=[O:33])(=O)=O.[C:45]1(=[O:55])[NH:49][C:48](=[O:50])[C:47]2=[CH:51][CH:52]=[CH:53][CH:54]=[C:46]12.[K]>CN(C)C=O>[N+:42]([C:39]1[CH:38]=[CH:37][C:36]([CH2:35][O:34][C:32]([N:8]2[CH2:9][C@@H:10]([S:12][C:13]([C:20]3[CH:21]=[CH:22][CH:23]=[CH:24][CH:25]=3)([C:26]3[CH:27]=[CH:28][CH:29]=[CH:30][CH:31]=3)[C:14]3[CH:19]=[CH:18][CH:17]=[CH:16][CH:15]=3)[CH2:11][C@H:7]2[CH2:6][N:49]2[C:45](=[O:55])[C:46]3=[CH:54][CH:53]=[CH:52][CH:51]=[C:47]3[C:48]2=[O:50])=[O:33])=[CH:41][CH:40]=1)([O-:44])=[O:43] |f:1.2,^1:55|. Reported procedure: A solution of (2S,4S)-1-p-nitrobenzyloxycarbonyl-4-tritylthiopyrrolidine-2-methanol methanesulfonate (4.39 g: 6.93 mmole) and potassium phthalimide (2.57 g: 2 eq.) in dimethylformamide (30 ml) is stirred at 70° C. for 6 hours. The reaction mixture is poured into ice water and the precipitate is filtered off. The precipitate is dissolved in ethyl acetate, washed with saturated brine, dried over magnesium sulfate, and concentrated in vacuo. The residue is purified by silica gel column chromatograp... Starting materials: [Si](C)(C)(C(C)(C)C)OCCN(C=1C(=CC2=C(N(N=C2C1)C1=CC=C(C=C1)F)C(=O)NC)OC)S(=O)(=O)C (6-[(2-{[tert-butyl(dimethyl)silyl]oxy}ethyl)(methylsulfonyl)amino]-2-(4-fluorophenyl)-5-methoxy-N-methyl-2H-indazole-3-carboxamide), [F-].[NH4+] (ammonium fluoride), O (water). Run in CO (MeOH). Run at temperature 60 celsius. The product is FC1=CC=C(C=C1)N1N=C2C=C(C(=CC2=C1C(=O)NC)OC)N(S(=O)(=O)C)CCO (2-(4-fluorophenyl)-6-[2-hydroxyethyl(methylsulfonyl)amino]-5-methoxy-N-methyl-indazole-3-carboxamide). Isolated yield 33.1%. As a reaction SMILES: [Si]([O:8][CH2:9][CH2:10][N:11]([S:34]([CH3:37])(=[O:36])=[O:35])[C:12]1[C:13]([O:32][CH3:33])=[CH:14][C:15]2[C:19]([CH:20]=1)=[N:18][N:17]([C:21]1[CH:26]=[CH:25][C:24]([F:27])=[CH:23][CH:22]=1)[C:16]=2[C:28]([NH:30][CH3:31])=[O:29])(C(C)(C)C)(C)C.[F-].[NH4+].O>CO>[F:27][C:24]1[CH:25]=[CH:26][C:21]([N:17]2[C:16]([C:28]([NH:30][CH3:31])=[O:29])=[C:15]3[C:19]([CH:20]=[C:12]([N:11]([CH2:10][CH2:9][OH:8])[S:34]([CH3:37])(=[O:35])=[O:36])[C:13]([O:32][CH3:33])=[CH:14]3)=[N:18]2)=[CH:22][CH:23]=1 |f:1.2|. Reported procedure: To a stirred solution of Compound (11) (250 mg, 0.45 mmol) in MeOH (20 mL) was added ammonium fluoride (166 mg, 4.5 mmol) and water (5 mL). The reaction mixture was heated to 60° C. for 5 h (monitored by TLC and LCMS). MeOH was removed in vacuo and the residue was diluted with water. The resulting precipitate was filtered, washed with ethanol and dried in vacuo at 40° C. to give Compound (12) (65 mg, 33%). ESI-MS m/z calculated for [M+Na]+: 459.11; found: 459.11; 1H NMR (400 MHz, d6-DMSO) δ 8.65... Reactants: S(=O)(=O)(O)O.NC(C)CC1=CC=CC=C1 (Amphetamine sulfate), [OH-].[Na+] (sodium hydroxide). Run in ClCCl (dichloromethane). The product is NC(C)CC1=CC=CC=C1 (amphetamine). Isolated yield 126.9%. RXN SMILES: S(O)(O)(=O)=O.[NH2:6][CH:7]([CH2:9][C:10]1[CH:15]=[CH:14][CH:13]=[CH:12][CH:11]=1)[CH3:8].[OH-].[Na+]>ClCCl>[NH2:6][CH:7]([CH2:9][C:10]1[CH:15]=[CH:14][CH:13]=[CH:12][CH:11]=1)[CH3:8] |f:0.1,2.3|. Reported procedure: Amphetamine sulfate (2.76 g) was treated with 2N-sodium hydroxide solution and dichloromethane to give free amphetamine (2.03 g)